From a dataset of the Open Reaction Database (ORD), a public repository of structured organic reaction records. describe an organic reaction: reactants, conditions, products, and yield Starting materials: [BH4-], CO, Nc1ccc(Cl)cc1C(=O)c1ccccc1F, [Na+], O. The product is Nc1ccc(Cl)cc1C(O)c1ccccc1F. Reaction SMILES: [BH4-:1].[CH3:20][OH:21].[NH2:3][c:4]1[c:5]([C:6](=[O:7])[c:8]2[c:9]([F:14])[cH:10][cH:11][cH:12][cH:13]2)[cH:15][c:16]([Cl:19])[cH:17][cH:18]1.[Na+:2].[OH2:22]>>[NH2:3][c:4]1[c:5]([CH:6]([OH:7])[c:8]2[c:9]([F:14])[cH:10][cH:11][cH:12][cH:13]2)[cH:15][c:16]([Cl:19])[cH:17][cH:18]1. The reactants are CN(/C=C/C(=O)C1=NN(C=CC1=O)C1=CC(=CC=C1)OC(F)(F)F)C (3-((E)-3-dimethylamino-acryloyl)-1-(3-trifluoromethoxy-phenyl)-1H-pyridazin-4-one), N(N)C1=CC=C(C=C1)C=1CCC(NN1)=O (6-(4-hydrazino-phenyl)-4,5-dihydro-2H-pyridazin-3-one). The product is O=C1CCC(=NN1)C1=CC=C(C=C1)N1N=CC=C1C1=NN(C=CC1=O)C1=CC(=CC=C1)OC(F)(F)F (3-{2-[4-(6-Oxo-1,4,5,6-tetrahydro-pyridazin-3-yl)-phenyl]-2H-pyrazol-3-yl}-1-(3-trifluoromethoxy-phenyl)-1H-pyridazin-4-one). RXN SMILES: C[N:2](C)/[CH:3]=[CH:4]/[C:5]([C:7]1[C:12](=[O:13])[CH:11]=[CH:10][N:9]([C:14]2[CH:19]=[CH:18][CH:17]=[C:16]([O:20][C:21]([F:24])([F:23])[F:22])[CH:15]=2)[N:8]=1)=O.[NH:26]([C:28]1[CH:33]=[CH:32][C:31]([C:34]2[CH2:35][CH2:36][C:37](=[O:40])[NH:38][N:39]=2)=[CH:30][CH:29]=1)N>>[O:40]=[C:37]1[NH:38][N:39]=[C:34]([C:31]2[CH:32]=[CH:33][C:28]([N:26]3[C:5]([C:7]4[C:12](=[O:13])[CH:11]=[CH:10][N:9]([C:14]5[CH:19]=[CH:18][CH:17]=[C:16]([O:20][C:21]([F:24])([F:23])[F:22])[CH:15]=5)[N:8]=4)=[CH:4][CH:3]=[N:2]3)=[CH:29][CH:30]=2)[CH2:35][CH2:36]1. Procedure: Reaction of 3-((E)-3-dimethylamino-acryloyl)-1-(3-trifluoromethoxy-phenyl)-1H-pyridazin-4-one (A-6) and 6-(4-hydrazino-phenyl)-4,5-dihydro-2H-pyridazin-3-one (described in Journal of Medicinal Chemistry (1990), 33(10), 2870-5) according to example 43 gave the desired product. MS: M=495.0 (M+H)+ Reactants: alcohol, Br (hydrobromic acid), [BH4-].[Na+] (sodium borohydride), BrC=1C=C(C(=NC1)OC)/C=C/C(=O)C1=CC(=C(C=C1)Cl)Cl ((E)-3-(5-bromo-2-methoxy-3-pyridinyl)-1-(3,4-dichlorophenyl)-2-propen-1-one), BrC=1C=C(C(=NC1)OC)C=CC(O)C1=CC(=C(C=C1)Cl)Cl (α-[2-(5-bromo-2-methoxy-3-pyridinyl)ethenyl]-3,4-dichlorobenzenemethanol). The solvent is C(C)(=O)O (acetic acid), O1CCCC1 (tetrahydrofuran), C(C)O (ethanol). Reaction conditions: temperature 85 celsius, time 1 hour. Yields the product BrC=1C=C2C(=NC1)OC(C=C2)C2=CC(=C(C=C2)Cl)Cl (6-bromo-2-(3,4-dichlorophenyl)-2H-pyrano[2,3-b]pyridine). Reaction SMILES: [Br:1][C:2]1[CH:3]=[C:4](/[CH:10]=[CH:11]/[C:12]([C:14]2[CH:19]=[CH:18][C:17]([Cl:20])=[C:16]([Cl:21])[CH:15]=2)=[O:13])[C:5](OC)=[N:6][CH:7]=1.[BH4-].[Na+].BrC1C=C(C=CC(C2C=CC(Cl)=C(Cl)C=2)O)C(OC)=NC=1.Br>O1CCCC1.C(O)C.C(O)(=O)C>[Br:1][C:2]1[CH:3]=[C:4]2[CH:10]=[CH:11][CH:12]([C:14]3[CH:19]=[CH:18][C:17]([Cl:20])=[C:16]([Cl:21])[CH:15]=3)[O:13][C:5]2=[N:6][CH:7]=1 |f:1.2|. Reported procedure: To a stirred suspension of 30 g of (E)-3-(5-bromo-2-methoxy-3-pyridinyl)-1-(3,4-dichlorophenyl)-2-propen-1-one in 275 ml of tetrahydrofuran and 260 ml of absolute ethanol was added 6.0 g of sodium borohydride. After 1 hour under nitrogen, the reaction mixture was partitioned between aqueous 1N sodium hydroxide solution and ether. The ether layer was washed with aqueous saturated sodium chloride solution, dried over sodium sulfate and concentrated under reduced pressure to give a pale yellow oil ... Starting materials: [N+](=O)([O-])C1=CC=C(C=C1)OCC1=CC=C(C=C1)F (1-Nitro-4-(4-fluorobenzyloxy)-benzene), [H][H] (hydrogen). Reagents/catalysts: [Ni] (Ni). The solvent is CO (methanol). Product: FC1=CC=C(COC2=CC=C(N)C=C2)C=C1 (4-(4-fluoro-benzyloxy)-aniline). RXN SMILES: [N+:1]([C:4]1[CH:9]=[CH:8][C:7]([O:10][CH2:11][C:12]2[CH:17]=[CH:16][C:15]([F:18])=[CH:14][CH:13]=2)=[CH:6][CH:5]=1)([O-])=O.[H][H]>CO.[Ni]>[F:18][C:15]1[CH:16]=[CH:17][C:12]([CH2:11][O:10][C:7]2[CH:8]=[CH:9][C:4]([NH2:1])=[CH:5][CH:6]=2)=[CH:13][CH:14]=1. Procedure details: 1-Nitro-4-(4-fluorobenzyloxy)-benzene (2.37 g) was dissolved in 200 ml of methanol and catalytic amount of Raney Ni was added. The mixture was stirred at room temperature under atmospheric pressure in a hydrogen atmosphere for 3 hours. After filtering off Raney Ni over Celite and washing with methanol, the obtained filtrate was concentrated under reduced pressure to give a solid product 4-(4-fluoro-benzyloxy)-aniline, which is pure enough for next step. Reactants: C(C)(C)(C)OC(=O)NC(C(=O)OCC)CC(C(C)C)CC1=CC2=C(C=CC=C2C=C1)OCCOC (ethyl 2-tert-butoxycarbonylamino-4-[8-(2-methoxyethoxy)naphthalen-2-ylmethyl]-5-methylhexanoate), [BH4-].[Li+] (lithium borohydride), CO (methanol). Solvent: O1CCCC1 (tetrahydrofuran). Reaction conditions: time 23 hour. Product: OCC(CC(C(C)C)CC1=CC2=C(C=CC=C2C=C1)OCCOC)NC(OC(C)(C)C)=O (tert-butyl {1-hydroxymethyl-3-[8-(2-methoxyethoxy)naphthalen-2-ylmethyl]-4-methylpentyl}carbamate). Reaction SMILES: [C:1]([O:5][C:6]([NH:8][CH:9]([CH2:15][CH:16]([CH2:20][C:21]1[CH:30]=[CH:29][C:28]2[C:23](=[C:24]([O:31][CH2:32][CH2:33][O:34][CH3:35])[CH:25]=[CH:26][CH:27]=2)[CH:22]=1)[CH:17]([CH3:19])[CH3:18])[C:10](OCC)=[O:11])=[O:7])([CH3:4])([CH3:3])[CH3:2].[BH4-].[Li+].CO>O1CCCC1>[OH:11][CH2:10][CH:9]([NH:8][C:6](=[O:7])[O:5][C:1]([CH3:2])([CH3:4])[CH3:3])[CH2:15][CH:16]([CH2:20][C:21]1[CH:30]=[CH:29][C:28]2[C:23](=[C:24]([O:31][CH2:32][CH2:33][O:34][CH3:35])[CH:25]=[CH:26][CH:27]=2)[CH:22]=1)[CH:17]([CH3:19])[CH3:18] |f:1.2|. Reported procedure: A solution of 2.44 g of ethyl 2-tert-butoxycarbonylamino-4-[8-(2-methoxyethoxy)naphthalen-2-ylmethyl]-5-methylhexanoate in 35 ml of tetrahydrofuran is admixed at room temperature with 0.25 g of lithium borohydride in portions. After 23 hours, 35 ml of methanol are added dropwise and the resulting mixture is concentrated by evaporation at 40° C. The residue is once more admixed with 35 ml of methanol and again concentrated by evaporation to dryness. The residue is admixed with ice/1N HCl and extr... The reactants are C1(=CC=CC=C1)C(C1=CC=CC=C1)(C1=CC=CC=C1)S (Triphenylmethyl mercaptan), COC1=CC=C(C=C1)C(CBr)=O (4′-methoxy-2-bromoacetophenone), CCN(C(C)C)C(C)C (DIEA). Run in Cl (HCl), CN(C)C=O (DMF). Run at time 1 hour. Product: COC1=CC=C(C=C1)C(CSC(C1=CC=CC=C1)(C1=CC=CC=C1)C1=CC=CC=C1)=O (4′-methoxy-2-(triphenylmethylthio)-acetophenone). RXN SMILES: [C:1]1([C:7]([SH:20])([C:14]2[CH:19]=[CH:18][CH:17]=[CH:16][CH:15]=2)[C:8]2[CH:13]=[CH:12][CH:11]=[CH:10][CH:9]=2)[CH:6]=[CH:5][CH:4]=[CH:3][CH:2]=1.[CH3:21][O:22][C:23]1[CH:28]=[CH:27][C:26]([C:29](=[O:32])[CH2:30]Br)=[CH:25][CH:24]=1.CCN(C(C)C)C(C)C>CN(C=O)C.Cl>[CH3:21][O:22][C:23]1[CH:28]=[CH:27][C:26]([C:29](=[O:32])[CH2:30][S:20][C:7]([C:8]2[CH:13]=[CH:12][CH:11]=[CH:10][CH:9]=2)([C:14]2[CH:15]=[CH:16][CH:17]=[CH:18][CH:19]=2)[C:1]2[CH:6]=[CH:5][CH:4]=[CH:3][CH:2]=2)=[CH:25][CH:24]=1. Procedure: In this example, heterocylic-protected glycine is synthesized by first forming an Nα-(auxiliary group)-substituted glycine, followed by deprotection and then cyclization by reaction with formalehyde. Triphenylmethyl mercaptan (Aldrich), 4 mmol, and 4′-methoxy-2-bromoacetophenone (Aldrich), 4 mmol, are dissolved in 2 mL DMF, after which 4 mmol DIEA is added. The mixture is stirred at room temperature for 1 hour, after which it is poured in diluted HCl, extracted with ethylacetate, and dried over ... Reactants: CC(C)(C)OC(=O)N1CCC(C(=O)c2nc3ccccc3n2Cc2ccccn2)CC1, ClCCl, I. Product: I, O=C(c1nc2ccccc2n1Cc1ccccn1)C1CCNCC1. RXN SMILES: [C:1]([O:2][C:3](=[O:4])[N:8]1[CH2:9][CH2:10][CH:11]([C:14](=[O:15])[c:16]2[n:17][c:18]3[c:19]([n:20]2[CH2:21][c:22]2[n:23][cH:24][cH:25][cH:26][cH:27]2)[cH:28][cH:29][cH:30][cH:31]3)[CH2:12][CH2:13]1)([CH3:5])([CH3:6])[CH3:7].[Cl:33][CH2:34][Cl:35].[IH:32]>>[IH:32].[NH:8]1[CH2:9][CH2:10][CH:11]([C:14](=[O:15])[c:16]2[n:17][c:18]3[c:19]([n:20]2[CH2:21][c:22]2[n:23][cH:24][cH:25][cH:26][cH:27]2)[cH:28][cH:29][cH:30][cH:31]3)[CH2:12][CH2:13]1. The reactants are [Cl-], Clc1cc(Cl)ncn1, [H-], [NH4+], [Na+], C1CCOC1, OC1CCCC1. Yields the product Clc1cc(OC2CCCC2)ncn1. RXN SMILES: [Cl-:17].[Cl:9][c:10]1[n:11][cH:12][n:13][c:14]([Cl:16])[cH:15]1.[H-:7].[NH4+:18].[Na+:8].[O:19]1[CH2:20][CH2:21][CH2:22][CH2:23]1.[OH:1][CH:2]1[CH2:3][CH2:4][CH2:5][CH2:6]1>>[O:1]([CH:2]1[CH2:3][CH2:4][CH2:5][CH2:6]1)[c:14]1[n:13][cH:12][n:11][c:10]([Cl:9])[cH:15]1. Starting materials: CCOC(=O)CBr, COc1ccc(C2CCc3cc(OC)ccc3C2=O)cc1, [Cl-], I, [NH4+], [Zn], c1ccccc1. The product is CCOC(=O)CC1c2ccc(OC)cc2CCC1c1ccc(OC)cc1. Reaction SMILES: [Br:22][CH2:23][C:24](=[O:25])[O:26][CH2:27][CH3:28].[CH3:1][O:2][c:3]1[cH:4][c:5]2[c:10]([cH:11][cH:12]1)[C:9](=[O:13])[CH:8]([c:14]1[cH:15][cH:16][c:17]([O:20][CH3:21])[cH:18][cH:19]1)[CH2:7][CH2:6]2.[Cl-:30].[I:29].[NH4+:31].[Zn:32].[cH:33]1[cH:34][cH:35][cH:36][cH:37][cH:38]1>>[CH3:1][O:2][c:3]1[cH:4][c:5]2[c:10]([cH:11][cH:12]1)[CH:9]([CH2:23][C:24](=[O:25])[O:26][CH2:27][CH3:28])[CH:8]([c:14]1[cH:15][cH:16][c:17]([O:20][CH3:21])[cH:18][cH:19]1)[CH2:7][CH2:6]2. Starting materials: O=C(O)c1ccc(Br)o1, CN(C)c1ccncc1, CN(C)C=O, NC(=O)N1C(=O)Cc2cc(Cl)ccc21, O=S(Cl)Cl. Yields the product NC(=O)N1C(=O)C(C(=O)c2ccc(Br)o2)c2cc(Cl)ccc21. Reaction SMILES: [Br:1][c:2]1[cH:3][cH:4][c:5]([C:7](=[O:8])[OH:9])[o:6]1.[CH3:28][N:29]([c:30]1[cH:31][cH:32][n:33][cH:34][cH:35]1)[CH3:36].[CH3:37][N:38]([CH3:39])[CH:40]=[O:41].[Cl:10][c:11]1[cH:12][c:13]2[c:17]([cH:18][cH:19]1)[N:16]([C:20](=[O:21])[NH2:22])[C:15](=[O:23])[CH2:14]2.[S:24]([Cl:25])([Cl:26])=[O:27]>>[Br:1][c:2]1[cH:3][cH:4][c:5]([C:7](=[O:9])[CH:14]2[c:13]3[cH:12][c:11]([Cl:10])[cH:19][cH:18][c:17]3[N:16]([C:20](=[O:21])[NH2:22])[C:15]2=[O:23])[o:6]1.